Dataset: the Open Reaction Database (ORD), a public repository of structured organic reaction records. Task: describe an organic reaction: reactants, conditions, products, and yield Starting materials: BrCC1=CCCCC1, ClC=C(Cl)Cl, NCCO, [Na+], [OH-]. Product: OCCNCC1=CCCCC1. Reaction SMILES: [Br:1][CH2:2][C:3]1=[CH:4][CH2:5][CH2:6][CH2:7][CH2:8]1.[Cl:13][CH:14]=[C:15]([Cl:16])[Cl:17].[NH2:9][CH2:10][CH2:11][OH:12].[Na+:19].[OH-:18]>>[CH2:2]([C:3]1=[CH:4][CH2:5][CH2:6][CH2:7][CH2:8]1)[NH:9][CH2:10][CH2:11][OH:12]. The reactants are C1(C=CC(C2=CC=CC=C12)=O)=O (1,4-naphthoquinone), C(CCCC)N1C=CC=C1 (N-pentylpyrrole). Run in C(C)(=O)O (acetic acid). Product: C(CCCC)N1C(=CC=C1C=1C(C2=CC=CC=C2C(C1)=O)=O)C=1C(C2=CC=CC=C2C(C1)=O)=O (1-pentyl-2,5-bis(1,4-naphthoquinon-2-yl)pyrrole). The yield is 87.0%. Reaction SMILES: [C:1]1(=[O:12])[C:10]2[C:5](=[CH:6][CH:7]=[CH:8][CH:9]=2)[C:4](=[O:11])[CH:3]=[CH:2]1.[CH2:13]([N:18]1[CH:22]=[CH:21][CH:20]=[CH:19]1)[CH2:14][CH2:15][CH2:16][CH3:17]>C(O)(=O)C>[CH2:13]([N:18]1[C:22]([C:3]2[C:4](=[O:11])[C:5]3[C:10]([C:1](=[O:12])[CH:2]=2)=[CH:9][CH:8]=[CH:7][CH:6]=3)=[CH:21][CH:20]=[C:19]1[C:3]1[C:4](=[O:11])[C:5]2[C:10]([C:1](=[O:12])[CH:2]=1)=[CH:9][CH:8]=[CH:7][CH:6]=2)[CH2:14][CH2:15][CH2:16][CH3:17]. Reported procedure: The same procedure as in Example 7 was followed by stirring 10 millimol of 1,4-naphthoquinone with 2.5 millimol of N-pentylpyrrole in 40 ml of acetic acid at 50° C. for 5 hours. The 1-pentyl-2,5-bis(1,4-naphthoquinon-2-yl)pyrrole was thus obtained in a yield of 87% after chromatography on a column of silica. Reactants: S1C=NC(=C1)C(=O)O (thiazole-4-carboxylic acid), FC1=C(C(=O)O)C=CC=N1 (2-fluoronicotinic acid). The product is FC1=C(C(=O)N2CSC=C2C(=O)O)C=CC=N1 (N-(2-fluoronicotinoyl)thiazole-4-carboxylic acid). Yield: 41.3%. Reaction SMILES: [S:1]1[CH:5]=[C:4]([C:6]([OH:8])=[O:7])[N:3]=[CH:2]1.[F:9][C:10]1[N:18]=[CH:17][CH:16]=[CH:15][C:11]=1[C:12](O)=[O:13]>>[F:9][C:10]1[N:18]=[CH:17][CH:16]=[CH:15][C:11]=1[C:12]([N:3]1[C:4]([C:6]([OH:8])=[O:7])=[CH:5][S:1][CH2:2]1)=[O:13]. Reported procedure: N-(2-Fluoronicotinoyl)thiazole-4-carboxylic acid is prepared as described in Example 5 from 11.03 g of thiazole-4-carboxylic acid and 11.7 g of 2-fluoronicotinic acid. 8.7 g of N-(2-fluoronicotinoyl)thiazole-4-carboxylic acid are thus obtained in the form of a cream solid. (Rf=0.33; thin layer chromatography on silica gel; eluent: ethyl acetate/acetic acid, 90/10 by volume). The reactants are C(C=CC)OC1=C(C=CC=C1)I (1-but-2-enyloxy-iodobenzene), C(=O)([O-])[O-].[Na+].[Na+] (Na2CO3), CC(=O)[O-].[Na+] (NaOAc). Reagents/catalysts: [N+](CCCC)(CCCC)(CCCC)CCCC.[Cl-] (n-Bu4NCl), CC(=O)[O-].CC(=O)[O-].[Pd+2] (Pd(OAc)2). The solvent is CN(C)C=O (DMF), CCOC(=O)C (EtOAc). Product: C(C)C1=COC2=C1C=CC=C2 (3-Ethyl-benzofuran). Yield: 43.0%. Reaction SMILES: [CH2:1]([O:5][C:6]1[CH:11]=[CH:10][CH:9]=[CH:8][C:7]=1I)[CH:2]=[CH:3][CH3:4].C([O-])([O-])=O.[Na+].[Na+].CC([O-])=O.[Na+]>CN(C=O)C.[N+](CCCC)(CCCC)(CCCC)CCCC.[Cl-].CCOC(C)=O.CC([O-])=O.CC([O-])=O.[Pd+2]>[CH2:3]([C:2]1[C:7]2[CH:8]=[CH:9][CH:10]=[CH:11][C:6]=2[O:5][CH:1]=1)[CH3:4] |f:1.2.3,4.5,7.8,10.11.12|. Procedure details: To a solution of 1-but-2-enyloxy-iodobenzene (7.60 g, 27.7 mmol) in DMF (46 mL) was added n-Bu4NCl (8.46 g, 30.4 mmol), Pd(OAc)2 (0.338 g, 1.30 mmol), Na2CO3 (6.01 g, 56.7 mmol) and NaOAc (2.77 g, 27.0 mmol). The mixture was heated to reflux under nitrogen atmosphere overnight. The mixture was diluted with EtOAc and washed with water. The combined organics were washed with brine and dried over Na2SO4. Purification by column chromatography (silica gel, hexanes) gave the title compound (1.74 g, 43... Starting materials: BrC1=CC=C(CN2C(=C(C3=CC(=CC=C23)OC)C=CC(=O)OCC)C)C=C1 (Ethyl 3-[1-(p-bromobenzyl)-5-methoxy-2-methylindol-3-yl]propenoate), cuprous iodide, C[Li] (CH3Li), C[Si](C)(C)Cl (TMSCl), [NH4+].[Cl-] (NH4Cl). Run in C1CCOC1 (THF), CCOCC (ether). Reaction conditions: temperature -78 celsius, time 2.5 hour. Yields the product BrC1=CC=C(CN2C(=C(C3=CC(=CC=C23)OC)C(CC(=O)OCC)C)C)C=C1 (Ethyl 3-[1-(p-bromobenzyl)-5-methoxy-2-methylindol-3-yl]butanoate). Yield: 73.1%. As a reaction SMILES: [CH3:1][Li].C[Si](Cl)(C)C.[Br:8][C:9]1[CH:34]=[CH:33][C:12]([CH2:13][N:14]2[C:22]3[C:17](=[CH:18][C:19]([O:23][CH3:24])=[CH:20][CH:21]=3)[C:16]([CH:25]=[CH:26][C:27]([O:29][CH2:30][CH3:31])=[O:28])=[C:15]2[CH3:32])=[CH:11][CH:10]=1.[NH4+].[Cl-]>CCOCC.C1COCC1>[Br:8][C:9]1[CH:34]=[CH:33][C:12]([CH2:13][N:14]2[C:22]3[C:17](=[CH:18][C:19]([O:23][CH3:24])=[CH:20][CH:21]=3)[C:16]([CH:25]([CH3:1])[CH2:26][C:27]([O:29][CH2:30][CH3:31])=[O:28])=[C:15]2[CH3:32])=[CH:11][CH:10]=1 |f:3.4|. Reported procedure: To a 0° C. suspension of cuprous iodide (12.7 g, 67.0 mmol) in 150 mL ether was added CH3Li (1.4M in ether, 96 mL, 134 mmol). The solution was cooled to -78° C. and treated with TMSCl (8.5 mL, 67 mmol) and a solution of the unsaturated ester from Step 3 (6.79 g, 15.8 mmol) in 30 mL of THF. The yellow suspension was allowed to warm to room temperature and was stirred 2.5 h. The reaction mixture was poured into saturated NH4Cl and extracted with EtOAc. The organic extracts were washed with water a... Starting materials: C1(=CC=C(C=C1)C(C(=O)O)(CC=C)C1=CC=C(C=C1)C)C (2,2-bis(p-tolyl)-4-pentenoic acid), S(=O)(Cl)Cl (thionyl chloride). Solvent: CN(C=O)C (N,N-dimethylformamide), C(Cl)Cl (methylene chloride). Conditions: time 1 day. The product is C1(=CC=C(C=C1)C1(CC=CC1=O)C1=CC=C(C=C1)C)C (5,5-bis(p-tolyl)-2-cyclopenten-1-one). The yield is 30.1%. RXN SMILES: [C:1]1([CH3:21])[CH:6]=[CH:5][C:4]([C:7]([C:14]2[CH:19]=[CH:18][C:17]([CH3:20])=[CH:16][CH:15]=2)([CH2:11][CH:12]=[CH2:13])[C:8](O)=[O:9])=[CH:3][CH:2]=1.S(Cl)(Cl)=O>CN(C)C=O.C(Cl)Cl>[C:17]1([CH3:20])[CH:18]=[CH:19][C:14]([C:7]2([C:4]3[CH:5]=[CH:6][C:1]([CH3:21])=[CH:2][CH:3]=3)[C:8](=[O:9])[CH:13]=[CH:12][CH2:11]2)=[CH:15][CH:16]=1. Procedure: To a solution of 2,2-bis(p-tolyl)-4-pentenoic acid (8.17 g) in N,N-dimethylformamide (1.0 ml) and methylene chloride (45 ml) was added thionyl chloride (3.2 ml), and the solution was stirred at room temperature for 1 day. The solution was evaporated in vacuo and the residue was dissolved in methylene chloride (50 ml). The solution was added dropwise to a suspension of aluminum chloride (4.66 g) in methylene chloride (50 ml) with dry ice-acetone bath cooling under nitrogen atmosphere, and the res...